This data is from the Open Reaction Database (ORD), a public repository of structured organic reaction records. The task is: describe an organic reaction: reactants, conditions, products, and yield The reactants are C(C)(C)NC(C)C (diisopropylamin), CCCCCC.C(CCC)[Li] (butyllithium hexane), THF anhydride, C1CCOC1 (THF), COC=1C=C(COCC(C(C(C)(C)C)=O)(C)C)C=CC1 (1-(3-methoxybenzyloxy)-2,2,4,4-tetramethyl-3-pentanon), COC=1C=C(COCC(C(C(C)(C)C)=O)(C)C)C=CC1 (1-(3-methoxybenzyloxy)-2,2,4,4-tetramethyl-3-pentanon), [Cl-].[Na+] (sodium chloride). Reaction conditions: time 30 minute. Product: C(C)(C)(C)C1(C(OCC1(C)C)C1=CC(=CC=C1)OC)O (3-t-butyl-3-hydroxy-2-(3-methoxyphenyl)-4,4-dimethyl-2,3,4,5-tetrahydrofuran). Yield: 87.8%. RXN SMILES: C(NC(C)C)(C)C.CCCCCC.C([Li])CCC.C1COCC1.[CH3:24][O:25][C:26]1[CH:27]=[C:28]([CH:41]=[CH:42][CH:43]=1)[CH2:29][O:30][CH2:31][C:32]([CH3:40])([CH3:39])[C:33](=[O:38])[C:34]([CH3:37])([CH3:36])[CH3:35].[Cl-].[Na+]>>[C:34]([C:33]1([OH:38])[C:32]([CH3:40])([CH3:39])[CH2:31][O:30][CH:29]1[C:28]1[CH:41]=[CH:42][CH:43]=[C:26]([O:25][CH3:24])[CH:27]=1)([CH3:36])([CH3:37])[CH3:35] |f:1.2,5.6|. Reported procedure: In nitrogen atmosphere, 1.50 ml (11.4 mmol) of diisopropylamin and 6.60 ml (10.6 mmol) of 1.6 M butyllithium hexane were added to 15 ml of THF anhydride at a room temperature, and the mixture was stirred for 30 minutes. Adding 10 ml of THF dissolving 1.48 g (5.32 mmol) of 1-(3-methoxybenzyloxy)-2,2,4,4-tetramethyl-3-pentanon (Compound [49]) at −78° C., the mixture was stirred for 2 hours. The reaction mixture was stirred for 200 minutes with increasing the temperature to a room temperature gradu... Starting materials: Brc1c2ccccc2cc2ccccc12, O=C([O-])[O-], CC(=O)[O-], CC(=O)[O-], COCCOC, [K+], [K+], OB(O)c1ccccc1, [Pd+2], Cc1ccccc1P(c1ccccc1C)c1ccccc1C. The product is c1ccc(-c2c3ccccc3cc3ccccc23)cc1. As a reaction SMILES: [Br:1][c:2]1[c:3]2[cH:4][cH:5][cH:6][cH:7][c:8]2[cH:9][c:10]2[cH:11][cH:12][cH:13][cH:14][c:15]12.[C:25](=[O:26])([O-:27])[O-:28].[C:53]([O-:54])(=[O:55])[CH3:56].[C:58]([O-:59])(=[O:60])[CH3:61].[CH3:62][O:63][CH2:64][CH2:65][O:66][CH3:67].[K+:29].[K+:30].[OH:16][B:17]([OH:18])[c:19]1[cH:20][cH:21][cH:22][cH:23][cH:24]1.[Pd+2:57].[c:31]1([CH3:32])[cH:33][cH:34][cH:35][cH:36][c:37]1[P:38]([c:39]1[cH:40][cH:41][cH:42][cH:43][c:44]1[CH3:45])[c:46]1[cH:47][cH:48][cH:49][cH:50][c:51]1[CH3:52]>>[c:2]1(-[c:19]2[cH:20][cH:21][cH:22][cH:23][cH:24]2)[c:3]2[cH:4][cH:5][cH:6][cH:7][c:8]2[cH:9][c:10]2[cH:11][cH:12][cH:13][cH:14][c:15]12. Starting materials: CCCC[Sn](CCCC)(CCCC)c1ccco1, C1CCOC1, CC(C)CCC(=O)Cl, Cl[Pd]Cl, c1ccc(P(c2ccccc2)c2ccccc2)cc1, c1ccc(P(c2ccccc2)c2ccccc2)cc1. The product is CC(C)CCC(=O)c1ccco1. As a reaction SMILES: [CH2:1]([Sn:2]([CH2:3][CH2:4][CH2:5][CH3:11])([c:6]1[o:7][cH:8][cH:9][cH:10]1)[CH2:12][CH2:13][CH2:14][CH3:15])[CH2:16][CH2:17][CH3:18].[CH2:27]1[O:28][CH2:29][CH2:30][CH2:31]1.[CH3:19][CH:20]([CH2:21][CH2:22][C:23](=[O:24])[Cl:25])[CH3:26].[Pd:32]([Cl:33])[Cl:34].[c:35]1([P:36]([c:37]2[cH:38][cH:39][cH:40][cH:41][cH:42]2)[c:43]2[cH:44][cH:45][cH:46][cH:47][cH:48]2)[cH:49][cH:50][cH:51][cH:52][cH:53]1.[c:54]1([P:55]([c:56]2[cH:57][cH:58][cH:59][cH:60][cH:61]2)[c:62]2[cH:63][cH:64][cH:65][cH:66][cH:67]2)[cH:68][cH:69][cH:70][cH:71][cH:72]1>>[c:6]1([C:23]([CH2:22][CH2:21][CH:20]([CH3:19])[CH3:26])=[O:24])[o:7][cH:8][cH:9][cH:10]1. The reactants are CN(C)C, Cc1ccccc1, Clc1ncc(Cl)c(-c2ccc(Cl)c(Cl)c2)n1, Oc1ccc(F)c(C(F)(F)F)c1, O, Cc1ccccc1. Yields the product Fc1ccc(Oc2ncc(Cl)c(-c3ccc(Cl)c(Cl)c3)n2)cc1C(F)(F)F. Reaction SMILES: [CH3:24][N:25]([CH3:26])[CH3:27].[CH3:40][c:41]1[cH:42][cH:43][cH:44][cH:45][cH:46]1.[Cl:1][c:2]1[n:3][cH:4][c:5]([Cl:16])[c:6](-[c:8]2[cH:9][c:10]([Cl:15])[c:11]([Cl:14])[cH:12][cH:13]2)[n:7]1.[F:28][C:29]([c:30]1[cH:31][c:32]([OH:37])[cH:33][cH:34][c:35]1[F:36])([F:38])[F:39].[OH2:47].[c:17]1([CH3:18])[cH:19][cH:20][cH:21][cH:22][cH:23]1>>[c:2]1([O:37][c:32]2[cH:31][c:30]([C:29]([F:28])([F:38])[F:39])[c:35]([F:36])[cH:34][cH:33]2)[n:3][cH:4][c:5]([Cl:16])[c:6](-[c:8]2[cH:9][c:10]([Cl:15])[c:11]([Cl:14])[cH:12][cH:13]2)[n:7]1. Reactants: COc1ccnc(CCl)c1, CO, Cl, Fc1cccc2[nH]c(S)nc12, O. Product: COc1ccnc(CSc2nc3c(F)cccc3[nH]2)c1. As a reaction SMILES: [CH3:13][O:14][c:15]1[cH:16][c:17]([CH2:21][Cl:22])[n:18][cH:19][cH:20]1.[CH3:24][OH:25].[ClH:12].[F:1][c:2]1[cH:3][cH:4][cH:5][c:6]2[nH:7][c:8]([SH:11])[n:9][c:10]12.[OH2:23]>>[F:1][c:2]1[cH:3][cH:4][cH:5][c:6]2[nH:7][c:8]([S:11][CH2:21][c:17]3[cH:16][c:15]([O:14][CH3:13])[cH:20][cH:19][n:18]3)[n:9][c:10]12. Reactants: Cc1cccc([N+](=O)[O-])c1Br, C1CNCCN1. Product: Cc1cccc([N+](=O)[O-])c1N1CCNCC1. RXN SMILES: [Br:7][c:8]1[c:9]([CH3:17])[cH:10][cH:11][cH:12][c:13]1[N+:14](=[O:15])[O-:16].[CH2:1]1[CH2:2][NH:3][CH2:4][CH2:5][NH:6]1>>[CH2:1]1[CH2:2][N:3]([c:8]2[c:9]([CH3:17])[cH:10][cH:11][cH:12][c:13]2[N+:14](=[O:15])[O-:16])[CH2:4][CH2:5][NH:6]1. Reactants: CC(C)(C)N(Cc1ccccc1)CC(O)CNC(=O)c1c(Cl)cccc1Cl, O=C(Cl)c1c(Cl)cccc1Cl, Cl. The product is CC(C)(C)N(Cc1ccccc1)CC(O)CN. Reaction SMILES: [Cl:1][c:2]1[cH:3][cH:4][cH:5][c:23]([Cl:24])[c:25]1[C:26]([NH:6][CH2:7][CH:8]([CH2:9][N:10]([CH2:11][c:12]1[cH:13][cH:14][cH:15][cH:16][cH:17]1)[C:18]([CH3:19])([CH3:20])[CH3:21])[OH:22])=[O:27].[Cl:29][c:30]1[cH:31][cH:32][cH:33][c:34]([Cl:35])[c:36]1[C:37]([Cl:38])=[O:39].[ClH:28]>>[NH2:6][CH2:7][CH:8]([CH2:9][N:10]([CH2:11][c:12]1[cH:13][cH:14][cH:15][cH:16][cH:17]1)[C:18]([CH3:19])([CH3:20])[CH3:21])[OH:22].